Dataset: the Open Reaction Database (ORD), a public repository of structured organic reaction records. Task: describe an organic reaction: reactants, conditions, products, and yield Reactants: CO (methanol), BrC1=C(C(=C(C=C1)OC(F)F)OCC1CC1)I (1-bromo-3-cyclopropylmethoxy-4-difluoromethoxy-2-iodobenzene), Cl (hydrochloric acid). Run in O (water). Yields the product BrC=1C(=C(C(=CC1)OC(F)F)O)I (3-Bromo-6-difluoromethoxy-2-iodophenol). The yield is 85.9%. Reaction SMILES: CO.[Br:3][C:4]1[CH:9]=[CH:8][C:7]([O:10][CH:11]([F:13])[F:12])=[C:6]([O:14]CC2CC2)[C:5]=1[I:19].Cl>O>[Br:3][C:4]1[C:5]([I:19])=[C:6]([OH:14])[C:7]([O:10][CH:11]([F:13])[F:12])=[CH:8][CH:9]=1. Procedure details: To 59.5 ml of methanol solution containing 8.1 g (22 mmol) of 1-bromo-3-cyclopropylmethoxy-4-difluoromethoxy-2-iodobenzene obtained in Reference example 12-(e) was added 59.5 ml of conc. hydrochloric acid, and the mixture was refluxed for 4 hours. After completion of the reaction, water was added to the reaction mixture, and the mixture was extracted with diethyl ether. The organic layer after separation was washed with a saturated aqueous solution of sodium chloride, dried over anhydrous sodium...